Dataset: the Open Reaction Database (ORD), a public repository of structured organic reaction records. Task: describe an organic reaction: reactants, conditions, products, and yield The reactants are Cn1ncc2c(N)cccc21, Cc1ccccc1, CC(C)NC(C)C, O=C(Cl)Cl, FC(F)(F)c1ccnc(N2CCNCC2)c1. Yields the product Cn1ncc2c(NC(=O)N3CCN(c4cc(C(F)(F)F)ccn4)CC3)cccc21. RXN SMILES: [CH3:1][n:2]1[n:3][cH:4][c:5]2[c:6]([NH2:11])[cH:7][cH:8][cH:9][c:10]12.[CH3:39][c:40]1[cH:41][cH:42][cH:43][cH:44][cH:45]1.[CH:16]([NH:17][CH:18]([CH3:19])[CH3:20])([CH3:21])[CH3:22].[Cl:12][C:13]([Cl:14])=[O:15].[F:23][C:24]([c:25]1[cH:26][c:27]([N:31]2[CH2:32][CH2:33][NH:34][CH2:35][CH2:36]2)[n:28][cH:29][cH:30]1)([F:37])[F:38]>>[CH3:1][n:2]1[n:3][cH:4][c:5]2[c:6]([NH:11][C:13](=[O:15])[N:34]3[CH2:33][CH2:32][N:31]([c:27]4[cH:26][c:25]([C:24]([F:23])([F:37])[F:38])[cH:30][cH:29][n:28]4)[CH2:36][CH2:35]3)[cH:7][cH:8][cH:9][c:10]12. The reactants are [Cl-], [Cl-], [Cl-], [Cl-], COc1c(F)cccc1C(C)(C)CC(O)(C=O)C(F)(F)F, Nc1ccc(F)c2[nH]c(=O)ccc12, Nc1ccc2c(N)ccc(F)c2n1, [Ti+4]. The product is COc1c(F)ccc2c1C(C)(C)CC(O)(C(F)(F)F)C2Nc1ccc(F)c2nc(N)ccc12. Reaction SMILES: [Cl-:48].[Cl-:49].[Cl-:50].[Cl-:51].[F:1][c:2]1[c:3]([O:20][CH3:21])[c:4]([C:8]([CH2:9][C:10]([CH:11]=[O:12])([C:13]([F:14])([F:15])[F:16])[OH:17])([CH3:18])[CH3:19])[cH:5][cH:6][cH:7]1.[NH2:22][c:23]1[cH:24][cH:25][c:26]([F:27])[c:28]2[c:29]1[cH:30][cH:31][c:32](=[O:33])[nH:34]2.[NH2:35][c:36]1[n:37][c:38]2[c:39]([F:47])[cH:40][cH:41][c:42]([NH2:46])[c:43]2[cH:44][cH:45]1.[Ti+4:52]>>[F:1][c:2]1[c:3]([O:20][CH3:21])[c:4]2[c:5]([cH:6][cH:7]1)[CH:11]([NH:46][c:42]1[cH:41][cH:40][c:39]([F:47])[c:38]3[n:37][c:36]([NH2:35])[cH:45][cH:44][c:43]31)[C:10]([C:13]([F:14])([F:15])[F:16])([OH:17])[CH2:9][C:8]2([CH3:18])[CH3:19]. Reactants: O=C([O-])C=CC(=O)[O-], CCOC(=O)c1[nH]c2ccccc2c1Nc1ccncc1. Product: CCOC(=O)c1c(Nc2ccncc2)c2ccccc2n1C. As a reaction SMILES: [C:22]([O-:23])(=[O:24])[CH:25]=[CH:26][C:27]([O-:28])=[O:29].[CH2:1]([CH3:2])[O:3][C:4](=[O:5])[c:6]1[nH:7][c:8]2[cH:9][cH:10][cH:11][cH:12][c:13]2[c:14]1[NH:15][c:16]1[cH:17][cH:18][n:19][cH:20][cH:21]1>>[CH2:1]([CH3:2])[O:3][C:4](=[O:5])[c:6]1[n:7]([CH3:22])[c:8]2[cH:9][cH:10][cH:11][cH:12][c:13]2[c:14]1[NH:15][c:16]1[cH:17][cH:18][n:19][cH:20][cH:21]1. Reactants: CN1CCN(CC1)C1=CC=C(C=C1)[N+](=O)[O-] (1-methyl-4-(4-nitrophenyl)piperazine). Reagents/catalysts: [Pd] (palladium on carbon). Run in Cl.C(C)(=O)O (HCl acetic acid). The product is CN1CCN(CC1)C1=CC=C(C=C1)N (4-(4-Methylpiperazin-1-yl)benzenamine). Reaction SMILES: [CH3:1][N:2]1[CH2:7][CH2:6][N:5]([C:8]2[CH:13]=[CH:12][C:11]([N+:14]([O-])=O)=[CH:10][CH:9]=2)[CH2:4][CH2:3]1>[Pd].Cl.C(O)(=O)C>[CH3:1][N:2]1[CH2:3][CH2:4][N:5]([C:8]2[CH:13]=[CH:12][C:11]([NH2:14])=[CH:10][CH:9]=2)[CH2:6][CH2:7]1 |f:2.3|. Procedure details: In a manner similar to Preparation 3, hydrogenate 1-methyl-4-(4-nitrophenyl)piperazine over palladium on carbon in HCl/acetic acid to obtain the title compound. Starting materials: ClC1=CC=C(C=C1)S(=O)(=O)N([C@@H](CCCS(=O)(=O)NC)C)C1=C(C=CC(=C1)Cl)Cl (4-chloro-N-[2,5-dichlorophenyl]-N-[4-[(methylamino)sulfonyl]-1(R)-methylbutyl]benzenesulfonamide), C(CCCC)S(=O)(=O)Cl (pentylsulfonyl chloride), C(C)N (ethylamine). Product: C1(=CC=CC=C1)S(=O)(=O)N (benzenesulfonamide). Isolated yield 37.0%. Reaction SMILES: Cl[C:2]1[CH:7]=[CH:6][C:5]([S:8]([N:11](C2C=C(Cl)C=CC=2Cl)[C@H](C)CCCS(NC)(=O)=O)(=[O:10])=[O:9])=[CH:4][CH:3]=1.C(S(Cl)(=O)=O)CCCC.C(N)C>>[C:5]1([S:8]([NH2:11])(=[O:10])=[O:9])[CH:6]=[CH:7][CH:2]=[CH:3][CH:4]=1. Procedure details: 4-chloro-N-[2,5-dichlorophenyl]-N-[4-ethylaminosulfonyl)-1(R)-methylbutyl]benzenesulfonamide was prepared analogous to 4-chloro-N-[2,5-dichlorophenyl]-N-[4-[(methylamino)sulfonyl]-1(R)-methylbutyl]benzenesulfonamide by reacting (4R)-4-[2,5-dichlorophenyl][4-chlorophenyl)sulfonyl]-amino]pentylsulfonyl chloride with ethylamine. Yield=37%; MS (ESI+), 513 (M+H)+. The reactants are C(C)(=O)C=1C(N(C(N(C1N)C)=O)C)=O (5-acetyl-6-amino-1,3-dimethyluracil), C(CCC)OC(N(C)C)OCCCC (dimethylformamide dibutylacetal). The solvent is CN(C)C=O (DMF). Conditions: temperature 80 celsius. Product: OC1=CC=NC=2N(C(N(C(C21)=O)C)=O)C (5-hydroxy1,3-dimethylpyrido[2,3-d]pyrimidine-2,4-dione). Isolated yield 70.2%. As a reaction SMILES: [C:1]([C:4]1[C:5](=[O:14])[N:6]([CH3:13])[C:7](=[O:12])[N:8]([CH3:11])[C:9]=1[NH2:10])(=[O:3])[CH3:2].[CH2:15](OC(OCCCC)N(C)C)CCC>CN(C=O)C>[OH:3][C:1]1[C:4]2[C:5](=[O:14])[N:6]([CH3:13])[C:7](=[O:12])[N:8]([CH3:11])[C:9]=2[N:10]=[CH:15][CH:2]=1. Procedure: 0.8 g of 5-acetyl-6-amino-1,3-dimethyluracil was dissolved in DMF and 4 ml of dimethylformamide dibutylacetal was added thereto. The solution was heated for 8 hr at 80° C. and distilled under reduced pressure. After purification by silica gel column chromatography, the crude product was recrystallized from ethanol to give 0.59 g of 5-hydroxy1,3-dimethylpyrido[2,3-d]pyrimidine-2,4-dione (Compound 14). Starting materials: CI, Fc1ccc2[nH]cc(CC3CCC4CN(c5ncccn5)CCN4C3)c2c1, [H-], [Na+], CN(C)C=O. Product: Cn1cc(CC2CCC3CN(c4ncccn4)CCN3C2)c2cc(F)ccc21. Reaction SMILES: [CH3:30][I:31].[F:1][c:2]1[cH:3][c:4]2[c:5]([CH2:11][CH:12]3[CH2:13][CH2:14][CH:15]4[N:16]([CH2:17][CH2:18][N:19]([c:21]5[n:22][cH:23][cH:24][cH:25][n:26]5)[CH2:20]4)[CH2:27]3)[cH:6][nH:7][c:8]2[cH:9][cH:10]1.[H-:28].[Na+:29].[O:32]=[CH:33][N:34]([CH3:35])[CH3:36]>>[F:1][c:2]1[cH:3][c:4]2[c:5]([CH2:11][CH:12]3[CH2:13][CH2:14][CH:15]4[N:16]([CH2:17][CH2:18][N:19]([c:21]5[n:22][cH:23][cH:24][cH:25][n:26]5)[CH2:20]4)[CH2:27]3)[cH:6][n:7]([CH3:30])[c:8]2[cH:9][cH:10]1. The reactants are C(C1=CC=CC=C1)N (Benzylamine), C(C)(=O)O[BH-](OC(C)=O)OC(C)=O.[Na+] (sodium (triacetoxy)borohydride), C(C1=CC=CC=C1)OC1CN(CCC1=O)C(=O)OC(C)(C)C (tert-Butyl 3-(benzyloxy)-4-oxopiperidine-1-carboxylate). Solvent: ClCCCl (1,2-dichloroethane), ClCCl (dichloromethane). Conditions: time 40 minute. Yields the product C(C1=CC=CC=C1)N[C@@H]1[C@@H](CN(CC1)C(=O)OC(C)(C)C)OCC1=CC=CC=C1 (tert-Butyl cis(±)-4-(benzylamino)-3-(benzyloxy)piperidine-1-carboxylate). Yield: 87.6%. As a reaction SMILES: [CH2:1]([NH2:8])[C:2]1[CH:7]=[CH:6][CH:5]=[CH:4][CH:3]=1.C(O[BH-](OC(=O)C)OC(=O)C)(=O)C.[Na+].[CH2:23]([O:30][CH:31]1[C:36](=O)[CH2:35][CH2:34][N:33]([C:38]([O:40][C:41]([CH3:44])([CH3:43])[CH3:42])=[O:39])[CH2:32]1)[C:24]1[CH:29]=[CH:28][CH:27]=[CH:26][CH:25]=1>ClCCCl.ClCCl>[CH2:1]([NH:8][C@H:36]1[CH2:35][CH2:34][N:33]([C:38]([O:40][C:41]([CH3:44])([CH3:43])[CH3:42])=[O:39])[CH2:32][C@H:31]1[O:30][CH2:23][C:24]1[CH:25]=[CH:26][CH:27]=[CH:28][CH:29]=1)[C:2]1[CH:7]=[CH:6][CH:5]=[CH:4][CH:3]=1 |f:1.2|. Procedure: Benzylamine (1.47 g, 13.7 mmol) and sodium (triacetoxy)borohydride (5.30 g, 25 mmol) were added to a solution of tert-butyl 3-(benzyloxy)-4-oxopiperidine-1-carboxylate obtained in Example (90b) (3.81 g, 12.5 mmol) in 1,2-dichloroethane (40 mL), and the mixture was stirred at room temperature for 40 minutes. The reaction solution was diluted with dichloromethane, washed with a 1 N aqueous sodium hydroxide solution and brine, and dried over magnesium sulfate. Following concentration under reduced ... Reactants: NC1=NC=CC=C1C1=NC=2C(=NC(=CC2)Cl)N1C1=CC=C(C=C1)C1(CCC1)NC(OC(C)(C)C)=O (tert-butyl (1-{4-[2-(2-aminopyridin-3-yl)-5-chloro-3H-imidazo[4,5-b]pyridin-3-yl]phenyl}cyclobutyl)carbamate), CC1(OB(OC1(C)C)C=1C=C(C=CC1)N1CCC1)C (1-[3-(4,4,5,5-tetramethyl-1,3,2-dioxaborolan-2-yl)phenyl]azetidine), C([O-])(O)=O.[Na+] (sodium bicarbonate). The reagents and catalysts are C=1C=CC(=CC1)[P](C=2C=CC=CC2)(C=3C=CC=CC3)[Pd]([P](C=4C=CC=CC4)(C=5C=CC=CC5)C=6C=CC=CC6)([P](C=7C=CC=CC7)(C=8C=CC=CC8)C=9C=CC=CC9)[P](C=1C=CC=CC1)(C=1C=CC=CC1)C=1C=CC=CC1 (Pd(PPh3)4). Run in C1(=CC=CC=C1)C.C(C)O (toluene ethanol), O (water). Run at temperature 100 celsius. The product is Cl.NC1(CCC1)C1=CC=C(C=C1)N1C(=NC=2C1=NC(=CC2)C2=CC(=CC=C2)N2CCC2)C=2C(=NC=CC2)N (3-{3-[4-(1-aminocyclobutyl)phenyl]-5-(3-azetidin-1-ylphenyl)-3H-imidazo[4,5-b]pyridin-2-yl}pyridin-2-amine hydro chloride). Yield: 7.6%. Reaction SMILES: [NH2:1][C:2]1[C:7]([C:8]2[N:17]([C:18]3[CH:23]=[CH:22][C:21]([C:24]4([NH:28]C(=O)OC(C)(C)C)[CH2:27][CH2:26][CH2:25]4)=[CH:20][CH:19]=3)[C:11]3=[N:12][C:13]([Cl:16])=[CH:14][CH:15]=[C:10]3[N:9]=2)=[CH:6][CH:5]=[CH:4][N:3]=1.CC1(C)C(C)(C)OB([C:44]2[CH:45]=[C:46]([N:50]3[CH2:53][CH2:52][CH2:51]3)[CH:47]=[CH:48][CH:49]=2)O1.C(=O)(O)[O-].[Na+]>C1(C)C=CC=CC=1.C(O)C.O.C1C=CC([P]([Pd]([P](C2C=CC=CC=2)(C2C=CC=CC=2)C2C=CC=CC=2)([P](C2C=CC=CC=2)(C2C=CC=CC=2)C2C=CC=CC=2)[P](C2C=CC=CC=2)(C2C=CC=CC=2)C2C=CC=CC=2)(C2C=CC=CC=2)C2C=CC=CC=2)=CC=1>[ClH:16].[NH2:28][C:24]1([C:21]2[CH:20]=[CH:19][C:18]([N:17]3[C:11]4=[N:12][C:13]([C:44]5[CH:49]=[CH:48][CH:47]=[C:46]([N:50]6[CH2:53][CH2:52][CH2:51]6)[CH:45]=5)=[CH:14][CH:15]=[C:10]4[N:9]=[C:8]3[C:7]3[C:2]([NH2:1])=[N:3][CH:4]=[CH:5][CH:6]=3)=[CH:23][CH:22]=2)[CH2:27][CH2:26][CH2:25]1 |f:2.3,4.5,8.9,^1:74,76,95,114|. Procedure: To a solution of tert-butyl (1-{4-[2-(2-aminopyridin-3-yl)-5-chloro-3H-imidazo[4,5-b]pyridin-3-yl]phenyl}cyclobutyl)carbamate (75 mg, 0.15 mmol) in toluene/ethanol (3 ml each), were added 1-[3-(4,4,5,5-tetramethyl-1,3,2-dioxaborolan-2-yl)phenyl]azetidine (79 mg, 0.31 mmol), Pd(PPh3)4 (9 mg), and saturated sodium bicarbonate in water (300 ul). The reaction was degassed and heated to 100° C. for 18 hr under nitrogen gas. The mixture was poured to water, extracted with ethyl acetate (15 mL×3). The ...